Dataset: the Open Reaction Database (ORD), a public repository of structured organic reaction records. Task: describe an organic reaction: reactants, conditions, products, and yield Reactants: C(CCC)[Sn](C=COCC)(CCCC)CCCC (Tributyl(ethoxyvinyl)tin), BrC1=CC(=C(C=C1)C(=O)N1CC=2N(CC3=C1C=CC=C3)C=CC2)Cl ((4-bromo-2-chlorophenyl)-(5H,11H-pyrrolo[2,1-c][1,4]benzodiazepin-10-yl)-methanone). Solvent: C1(=CC=CC=C1)C (toluene). Conditions: time 1 hour. Product: C=1C=CN2C1CN(C1=C(C2)C=CC=C1)C(=O)C1=C(C=C(C=C1)C(C)=O)Cl (1-[4-(5H,11H-pyrrolo[2,1-c][1,4]benzodiazepine-10-carbonyl)-3-chlorophenyl]-ethanone). The yield is 26.6%. Reaction SMILES: C([Sn](CCCC)(CCCC)[CH:6]=[CH:7][O:8]CC)CCC.Br[C:20]1[CH:25]=[CH:24][C:23]([C:26]([N:28]2[C:34]3[CH:35]=[CH:36][CH:37]=[CH:38][C:33]=3[CH2:32][N:31]3[CH:39]=[CH:40][CH:41]=[C:30]3[CH2:29]2)=[O:27])=[C:22]([Cl:42])[CH:21]=1>C1(C)C=CC=CC=1>[CH:41]1[CH:40]=[CH:39][N:31]2[CH2:32][C:33]3[CH:38]=[CH:37][CH:36]=[CH:35][C:34]=3[N:28]([C:26]([C:23]3[CH:24]=[CH:25][C:20]([C:7](=[O:8])[CH3:6])=[CH:21][C:22]=3[Cl:42])=[O:27])[CH2:29][C:30]=12. Reported procedure: Tributyl(ethoxyvinyl)tin (1.17 g) was added to a solution of (4-bromo-2-chlorophenyl)-(5H,11H-pyrrolo[2,1-c][1,4]benzodiazepin-10-yl)-methanone (1.24 g) in toluene (10 ml). The resultant solution was purged with nitrogen for 10 minutes, then bis(triphenylphosphine)palladium (II) chloride (0.11 g) was added. The reaction mixture was heated to reflux for 24 hours. The solution was cooled to room temperature and 5% aqueous hydrochloric acid (10 ml) was added. After stirring for one hour, the mixtur... The reactants are ClC1=CC=C(C(=N1)N)[N+](=O)[O-] (6-chloro-3-nitropyridin-2-amine), stannous chloride, C([O-])([O-])=O.[K+].[K+] (potassium carbonate), [BH4-].[Na+] (Sodiumborohydride). The solvent is C(C)(C)(C)O (tert-butanol), C(C)(=O)OCC (ethyl acetate), O (water), CCOC(=O)C (EtOAc). Run at temperature 60 celsius, time 1 hour. Product: ClC1=CC=C(C(=N1)N)N (6-chloropyridine-2,3-diamine). As a reaction SMILES: [Cl:1][C:2]1[N:7]=[C:6]([NH2:8])[C:5]([N+:9]([O-])=O)=[CH:4][CH:3]=1.[BH4-].[Na+].C(=O)([O-])[O-].[K+].[K+]>O.CCOC(C)=O.C(O)(C)(C)C>[Cl:1][C:2]1[N:7]=[C:6]([NH2:8])[C:5]([NH2:9])=[CH:4][CH:3]=1 |f:1.2,3.4.5|. Reported procedure: To a mixture of ethyl acetate (450 mL) and tert-butanol (50 mL), 6-chloro-3-nitropyridin-2-amine (CAS 27048-04-0) (15 g, 86,42 mmol), stannous chloride dehydrate (CAS 10025-69-1) (97.5 g, 432.1 mmol) were added. The resulting mixture was stirred at 60° C. for 1 hour. Sodiumborohydride (1.63 g, 43.21 mmol) was added and the mixture was stirred further at 60° C. for another 3 h. The mixture was cooled and stripped from the EtOAc on the rotavapor. The resulting residu was diluted with water (350 mL...